This data is from the Open Reaction Database (ORD), a public repository of structured organic reaction records. The task is: describe an organic reaction: reactants, conditions, products, and yield The reactants are N#Cc1cccc(C=O)c1, CC(C)O, Nc1ccc(F)cc1. Product: N#Cc1cccc(C=Nc2ccc(F)cc2)c1. RXN SMILES: [C:9](#[N:10])[c:11]1[cH:12][c:13]([CH:14]=[O:15])[cH:16][cH:17][cH:18]1.[CH:19]([OH:20])([CH3:21])[CH3:22].[F:1][c:2]1[cH:3][cH:4][c:5]([NH2:6])[cH:7][cH:8]1>>[F:1][c:2]1[cH:3][cH:4][c:5]([N:6]=[CH:14][c:13]2[cH:12][c:11]([C:9]#[N:10])[cH:18][cH:17][cH:16]2)[cH:7][cH:8]1. Reactants: O[C@]1(CC2=C(C=CC(=C2C2(C1)SCCS2)OC)OC)C(=O)OC (methyl (S)-1',2',3',4'-tetrahydro-2'-hydroxy-5',8'-dimethoxyspiro[1,3-dithiolane-2,4'-naphthalene]-2'-carboxylate), [BH4-].[Na+] (sodium borohydride). Solvent: O1CCCC1 (tetrahydrofuran). Run at time 20 hour. The product is O[C@@]1(CC2(C3=C(C=CC(=C3C1)OC)OC)SCCS2)CO ((S)-1',2',3',4'-tetrahydro-3'-hydroxy-3'-hydroxymethyl-5',8'-dimethoxyspiro[1,3-dithiolane-2,1'-naphthalene]). Reaction SMILES: [OH:1][C@:2]1([C:20](OC)=[O:21])[CH2:11][C:10]2([S:15][CH2:14][CH2:13][S:12]2)[C:9]2[C:4](=[C:5]([O:18][CH3:19])[CH:6]=[CH:7][C:8]=2[O:16][CH3:17])[CH2:3]1.[BH4-].[Na+]>O1CCCC1>[OH:1][C@@:2]1([CH2:20][OH:21])[CH2:3][C:4]2[C:9](=[C:8]([O:16][CH3:17])[CH:7]=[CH:6][C:5]=2[O:18][CH3:19])[C:10]2([S:12][CH2:13][CH2:14][S:15]2)[CH2:11]1 |f:1.2|. Procedure: 2.0 g of methyl (S)-1',2',3',4'-tetrahydro-2'-hydroxy-5',8'-dimethoxyspiro[1,3-dithiolane-2,4'-naphthalene]-2'-carboxylate were dissolved in 200 ml of dry tetrahydrofuran and 2.0 g of sodium borohydride were added to the solution. The resulting mixture was stirred at room temperature under nitrogen for 20 hours. The solvent was removed by evaporation and 100 ml of 10% ammonium chloride solution were added. The mixture was extracted with three 30 ml portions of ethyl acetate. The extracts were dr... The yield is 82.5%. Reactants: [Br-].COC1=CC=C(C=C1)C(C(F)(F)F)O[P+](N(CC)CC)(N(CC)CC)N(CC)CC ([1-(4-methoxyphenyl)-2,2,2-trifluoroethoxy]tris(diethylamino)phosphonium bromide), product. As a reaction SMILES: [Br-:1].[CH3:2][O:3][C:4]1[CH:9]=[CH:8][C:7]([CH:10](O[P+](N(CC)CC)(N(CC)CC)N(CC)CC)[C:11]([F:14])([F:13])[F:12])=[CH:6][CH:5]=1>C(C(C)=O)C(C)C>[Br:1][CH:10]([C:7]1[CH:8]=[CH:9][C:4]([O:3][CH3:2])=[CH:5][CH:6]=1)[C:11]([F:14])([F:13])[F:12] |f:0.1|. Procedure: In a round-bottom flask equipped with reflux condenser, 53.2 g (0.1 mol) [1-(4-methoxyphenyl)-2,2,2-trifluoroethoxy]tris(diethylamino)phosphonium bromide (product from Example 5) were refluxed in 80 ml of methyl isobutyl ketone for 10 minutes. The subsequent distillation gave 22.2 g (83% of yield) of 1-(1-bromo-2,2,2-trifluoroethyl)-4-methoxybenzene (b.p. 108° to 110° C./8 mbar). Yields the product BrC(C(F)(F)F)C1=CC=C(C=C1)OC (1-(1-bromo-2,2,2-trifluoroethyl)-4-methoxybenzene). Solvent: C(C(C)C)C(=O)C (methyl isobutyl ketone). Isolated yield 91.7%. Reaction conditions: time 30 minute. Solvent: CN(C=O)C (N,N-dimethylformamide). The product is ClC1=CC(=C(C=C1OCC=C)N1N=CC(=C(C1=O)C)C(F)(F)F)F (2-{4-chloro-2-fluoro-5-(2-propenyloxy)phenyl}-4-methyl-5-trifluoromethyl-3-oxo-2,3-dihydropyridazine). The reactants are ClC1=CC(=C(C=C1O)N1N=CC(=C(C1=O)C)C(F)(F)F)F (2-(4-chloro-2-fluoro-5-hydroxyphenyl)-4-methyl-5-trifluoromethyl-3-oxo-2,3-dihydropyridazine), ClC1=CC(=C(C=C1O)N1N=CC(=C(C1=O)C)C(F)(F)F)F (2-(4-chloro-2-fluoro-5-hydroxyphenyl)-4-methyl-5-trifluoromethyl-3-oxo-2,3-dihydropyridazine), C([O-])([O-])=O.[K+].[K+] (potassium carbonate), C(C=C)Br (allyl bromide), O (water). Procedure: First, 400 mg (1.2 mmol) of 2-(4-chloro-2-fluoro-5-hydroxyphenyl)-4-methyl-5-trifluoromethyl-3-oxo-2,3-dihydropyridazine (intermediate 1) was dissolved in 2.0 ml of N,N-dimethylformamide, to which 257 mg (1.86 mmol) of potassium carbonate and 165 mg (1.36 mmol) of allyl bromide were added, and the mixture was stirred at room temperature for 30 minutes. The reaction mixture was poured into water, and extracted with ethyl acetate. The organic layer was washed with saturated aqueous sodium chloride... As a reaction SMILES: [Cl:1][C:2]1[C:7]([OH:8])=[CH:6][C:5]([N:9]2[C:14](=[O:15])[C:13]([CH3:16])=[C:12]([C:17]([F:20])([F:19])[F:18])[CH:11]=[N:10]2)=[C:4]([F:21])[CH:3]=1.C(=O)([O-])[O-].[K+].[K+].[CH2:28](Br)[CH:29]=[CH2:30].O>CN(C)C=O>[Cl:1][C:2]1[C:7]([O:8][CH2:30][CH:29]=[CH2:28])=[CH:6][C:5]([N:9]2[C:14](=[O:15])[C:13]([CH3:16])=[C:12]([C:17]([F:18])([F:20])[F:19])[CH:11]=[N:10]2)=[C:4]([F:21])[CH:3]=1 |f:1.2.3|. Starting materials: C(C1=CC=CC=C1)OC(=O)C1=CC=C(C(=O)O)C=C1 (4-benzyloxycarbonylbenzoic acid), C(C)N(CCN)CC (N,N-diethylethylene diamine). The product is C(C)N(CC)CCNC(=O)C1=CC=C(C(=O)O)C=C1 (4-([2-(N,N-diethylamino)ethyl]aminocarbonyl)benzoic acid), amide. Reaction SMILES: C(O[C:9]([C:11]1[CH:19]=[CH:18][C:14]([C:15]([OH:17])=[O:16])=[CH:13][CH:12]=1)=[O:10])C1C=CC=CC=1.[CH2:20]([N:22]([CH2:26][CH3:27])[CH2:23][CH2:24][NH2:25])[CH3:21]>>[CH2:20]([N:22]([CH2:23][CH2:24][NH:25][C:9]([C:11]1[CH:12]=[CH:13][C:14]([C:15]([OH:17])=[O:16])=[CH:18][CH:19]=1)=[O:10])[CH2:26][CH3:27])[CH3:21]. Reported procedure: 4-([2-(N,N-diethylamino)ethyl]aminocarbonyl)benzoic acid was prepared from 4-benzyloxycarbonylbenzoic acid by reaction with N,N-diethylethylene diamine to yield the mono amide derivative which was hydrogenolysed to give the acid (CI-MS: m/z 265 [M+b]+).